This data is from the Open Reaction Database (ORD), a public repository of structured organic reaction records. The task is: describe an organic reaction: reactants, conditions, products, and yield The reactants are Cl (hydrochloric acid), [H-].[Na+] (Sodium hydride), BrC=1C=C(C=CC1)/C(/C(=O)OCC)=N/O (ethyl Z-2-(3-bromophenyl)-2-hydroxyiminoacetate), ClCC1=CC=C(OCC=2N=C(OC2C)C2=CC=CC=C2)C=C1 (4-(4-chloromethylphenoxymethyl)-5-methyl-2-phenyloxazole), C([O-])(O)=O.[Na+] (sodium bicarbonate). Solvent: C(C)(=O)OCC.CCCCCC (ethyl acetate hexane), CN(C=O)C (N,N-dimethylformamide). Run at time 1 hour. The product is BrC=1C=C(C=CC1)/C(/C(=O)OCC)=N/OCC1=CC=C(C=C1)OCC=1N=C(OC1C)C1=CC=CC=C1 (ethyl Z-2-(3-bromophenyl)-2-[4-(5-methyl-2-phenyl-4-oxazolylmethoxy)benzyloxyimino]acetate). Isolated yield 48.2%. RXN SMILES: [H-].[Na+].[Br:3][C:4]1[CH:5]=[C:6](/[C:10](=[N:16]/[OH:17])/[C:11]([O:13][CH2:14][CH3:15])=[O:12])[CH:7]=[CH:8][CH:9]=1.Cl[CH2:19][C:20]1[CH:39]=[CH:38][C:23]([O:24][CH2:25][C:26]2[N:27]=[C:28]([C:32]3[CH:37]=[CH:36][CH:35]=[CH:34][CH:33]=3)[O:29][C:30]=2[CH3:31])=[CH:22][CH:21]=1.Cl.C(=O)(O)[O-].[Na+]>CN(C)C=O.C(OCC)(=O)C.CCCCCC>[Br:3][C:4]1[CH:5]=[C:6](/[C:10](=[N:16]/[O:17][CH2:19][C:20]2[CH:21]=[CH:22][C:23]([O:24][CH2:25][C:26]3[N:27]=[C:28]([C:32]4[CH:37]=[CH:36][CH:35]=[CH:34][CH:33]=4)[O:29][C:30]=3[CH3:31])=[CH:38][CH:39]=2)/[C:11]([O:13][CH2:14][CH3:15])=[O:12])[CH:7]=[CH:8][CH:9]=1 |f:0.1,5.6,8.9|. Reported procedure: Sodium hydride (60%, in oil, 203 mg) was added to a solution of ethyl Z-2-(3-bromophenyl)-2-hydroxyiminoacetate (1.15 g) and 4-(4-chloromethylphenoxymethyl)-5-methyl-2-phenyloxazole (1.33 g) in N,N-dimethylformamide (15 ml) at room temperature under nitrogen atmosphere and stirred for 1 hour. 1N hydrochloric acid (7 ml) was added, an aqueous saturated solution of sodium bicarbonate was added and extracted with ethyl acetate. The ethyl acetate layer was washed with an aqueous saturated solution o...